From a dataset of the Open Reaction Database (ORD), a public repository of structured organic reaction records. describe an organic reaction: reactants, conditions, products, and yield The reactants are NN (Hydrazine), FC1=CC=C(OCCN2C(C3=CC=CC=C3C2=O)=O)C=C1 (2-(2-(4-fluorophenoxy)ethyl)isoindoline-1,3-dione). The solvent is CO (methanol). Run at time 4 hour. Product: FC1=CC=C(OCCN)C=C1 (2-(4-fluorophenoxy)ethanamine). The yield is 72.2%. As a reaction SMILES: NN.[F:3][C:4]1[CH:23]=[CH:22][C:7]([O:8][CH2:9][CH2:10][N:11]2C(=O)C3C(=CC=CC=3)C2=O)=[CH:6][CH:5]=1>CO>[F:3][C:4]1[CH:23]=[CH:22][C:7]([O:8][CH2:9][CH2:10][NH2:11])=[CH:6][CH:5]=1. Reported procedure: Hydrazine solution (138 mg, 2.75 mmol) was added to a solution of 2-(2-(4-fluorophenoxy)ethyl)isoindoline-1,3-dione (713 mg, 2.5 mmol) in methanol (8 ml) and stirred at room temperature for 4 hours. The resulting solid was filtered off and concentrated in vacuo. The residue was triturated with diethyl ether (30 ml), and the resulting solid was filtered off again and concentrated in vacuo to give 2-(4-fluorophenoxy)ethanamine (280 mg, 70%) as colorless oil: LCMS: 325 [M+1]+. Starting materials: ClCCl, CCCCN=C=O, CC#N, O=C1c2nccnc2C(O)N1c1ccc2ccc(Cl)nc2n1. Yields the product CCCCNC(=O)OC1c2nccnc2C(=O)N1c1ccc2ccc(Cl)nc2n1. Reaction SMILES: [CH2:33]([Cl:34])[Cl:35].[CH3:1][CH2:2][CH2:3][CH2:4][N:5]=[C:6]=[O:7].[CH3:30][C:31]#[N:32].[Cl:8][c:9]1[cH:10][cH:11][c:12]2[cH:13][cH:14][c:15]([N:19]3[C:20](=[O:29])[c:21]4[n:22][cH:23][cH:24][n:25][c:26]4[CH:27]3[OH:28])[n:16][c:17]2[n:18]1>>[CH3:1][CH2:2][CH2:3][CH2:4][NH:5][C:6](=[O:7])[O:28][CH:27]1[N:19]([c:15]2[cH:14][cH:13][c:12]3[cH:11][cH:10][c:9]([Cl:8])[n:18][c:17]3[n:16]2)[C:20](=[O:29])[c:21]2[n:22][cH:23][cH:24][n:25][c:26]21.